Task: describe an organic reaction: reactants, conditions, products, and yield. Dataset: the Open Reaction Database (ORD), a public repository of structured organic reaction records The reactants are CN(C)C=O, N#Cc1ccccc1F, OCCN1CCNCC1. Yields the product N#Cc1ccccc1N1CCN(CCO)CC1. RXN SMILES: [CH3:19][N:20]([CH3:21])[CH:22]=[O:23].[F:1][c:2]1[c:3]([C:4]#[N:5])[cH:6][cH:7][cH:8][cH:9]1.[OH:10][CH2:11][CH2:12][N:13]1[CH2:14][CH2:15][NH:16][CH2:17][CH2:18]1>>[c:2]1([N:16]2[CH2:15][CH2:14][N:13]([CH2:12][CH2:11][OH:10])[CH2:18][CH2:17]2)[c:3]([C:4]#[N:5])[cH:6][cH:7][cH:8][cH:9]1. As a reaction SMILES: [B:34]([Br:35])([Br:36])[Br:37].[Cl:38][CH2:39][Cl:40].[F:1][c:2]1[cH:3][c:4]([CH2:5][NH:6][C:7](=[O:8])[c:9]2[c:10]([CH:27]([CH3:28])[CH3:29])[n:11]([CH2:20][c:21]3[n:22][cH:23][cH:24][cH:25][cH:26]3)[c:12]3[cH:13][c:14]([O:18][CH3:19])[cH:15][cH:16][c:17]23)[cH:30][cH:31][c:32]1[F:33]>>[F:1][c:2]1[cH:3][c:4]([CH2:5][NH:6][C:7](=[O:8])[c:9]2[c:10]([CH:27]([CH3:28])[CH3:29])[n:11]([CH2:20][c:21]3[n:22][cH:23][cH:24][cH:25][cH:26]3)[c:12]3[cH:13][c:14]([OH:18])[cH:15][cH:16][c:17]23)[cH:30][cH:31][c:32]1[F:33]. Reactants: BrB(Br)Br, ClCCl, COc1ccc2c(C(=O)NCc3ccc(F)c(F)c3)c(C(C)C)n(Cc3ccccn3)c2c1. Yields the product CC(C)c1c(C(=O)NCc2ccc(F)c(F)c2)c2ccc(O)cc2n1Cc1ccccn1.